Dataset: the Open Reaction Database (ORD), a public repository of structured organic reaction records. Task: describe an organic reaction: reactants, conditions, products, and yield As a reaction SMILES: [CH2:1]([CH:2]([CH3:3])[CH3:4])[NH2:5].[CH3:12][CH2:13][O:14][CH2:15][CH3:16].[Cl:6][CH2:7][CH2:8][N:9]=[C:10]=[O:11]>>[CH2:1]([CH:2]([CH3:3])[CH3:4])[NH:5][C:10]([NH:9][CH2:8][CH2:7][Cl:6])=[O:11]. Reactants: CC(C)CN, CCOCC, O=C=NCCCl. Product: CC(C)CNC(=O)NCCCl. Reactants: CC(=O)C1=CCCCC1, CON, CC(=O)O. Product: CON=C(C)C1=CCCCC1. As a reaction SMILES: [C:1]1([C:7]([CH3:8])=[O:9])=[CH:2][CH2:3][CH2:4][CH2:5][CH2:6]1.[CH3:10][O:11][NH2:12].[CH3:13][C:14](=[O:15])[OH:16]>>[C:1]1([C:7]([CH3:8])=[N:12][O:11][CH3:10])=[CH:2][CH2:3][CH2:4][CH2:5][CH2:6]1.